Dataset: the Open Reaction Database (ORD), a public repository of structured organic reaction records. Task: describe an organic reaction: reactants, conditions, products, and yield The reactants are BrC1=CN=C(S1)CO ((5-bromothiazol-2-yl)methanol), N1C=NC=C1 (imidazole), CN(C=O)C (dimethylformamide), Cl[Si](C(C)C)(C(C)C)C(C)C (chlorotriisopropylsilane). Solvent: C(C)OC(C)=O (ethylacetate). Reaction conditions: time 72 hour. The product is BrC1=CN=C(S1)CO[Si](C(C)C)(C(C)C)C(C)C (5-bromo-2-((triisopropylsilyloxy)methyl)thiazole). Isolated yield 104.0%. As a reaction SMILES: [Br:1][C:2]1[S:6][C:5]([CH2:7][OH:8])=[N:4][CH:3]=1.N1C=CN=C1.CN(C)C=O.Cl[Si:20]([CH:27]([CH3:29])[CH3:28])([CH:24]([CH3:26])[CH3:25])[CH:21]([CH3:23])[CH3:22]>C(OC(=O)C)C>[Br:1][C:2]1[S:6][C:5]([CH2:7][O:8][Si:20]([CH:27]([CH3:29])[CH3:28])([CH:24]([CH3:26])[CH3:25])[CH:21]([CH3:23])[CH3:22])=[N:4][CH:3]=1. Reported procedure: A 100 mL round bottom flask is charged with (5-bromothiazol-2-yl)methanol (2.5 g, 12.9 mmol), imidazole (1.75 g, 25.8 mmol), dimethylformamide (25 mL), and chlorotriisopropylsilane (3.4 mL, 15.5 mmol). The reaction is stirred at room temperature under nitrogen for 72 hours. Contents are diluted with ethylacetate (150 mL), washed with 0.5M hydrochloric acid (2×100 mL) and brine (100 mL), dried (Na2SO4), and concentrated under vacuum to afford the title compound (4.7 g): m/z (Cl) M+H 350+352. The reactants are CC1(N=C2C=CC=CC2=C1)C(=O)O (2-methylindolecarboxylic acid), C(C)N1C(CCC1)CN (1-ethyl-2-pyrrolidinylmethylamine), C1(CCCCC1)N=C=NC1CCCCC1 (dicyclohexylcarbodiimide), O1CCCC1 (tetrahydrofuran). Yields the product C(C)N1C(CCC1)CNC(=O)C1=C(NC2=CC=CC=C12)C (N-(1-ethyl-2-pyrrolidinylmethyl)-2-methylindole-3-carboxamide). RXN SMILES: C[C:2]1([C:11](O)=O)[CH:10]=[C:9]2[C:4]([CH:5]=[CH:6][CH:7]=[CH:8]2)=[N:3]1.[CH2:14]([N:16]1[CH2:20][CH2:19][CH2:18][CH:17]1[CH2:21][NH2:22])[CH3:15].C1(N=C=NC2CCCCC2)CCCCC1.[O:38]1CCC[CH2:39]1>>[CH2:14]([N:16]1[CH2:20][CH2:19][CH2:18][CH:17]1[CH2:21][NH:22][C:39]([C:10]1[C:9]2[C:4](=[CH:5][CH:6]=[CH:7][CH:8]=2)[NH:3][C:2]=1[CH3:11])=[O:38])[CH3:15]. Procedure: To a solution of 8 g of 2-methylindolecarboxylic acid and 6 g of 1-ethyl-2-pyrrolidinylmethylamine in 140 ml of tetrahydrofuran was added 9.5 g of dicyclohexylcarbodiimide, and the whole mixture was refluxed under heating for 1.5 hours. After cooling, the precipitated dicyclohexylurea was filtered off and the filtrate was concentrated. The resulting residue was crystallized with 20 ml of ethyl acetate and the crystals were filtered with suction and then recrystallized from ethyl acetate to give ... Starting materials: COC1=C(C(=O)O)C=CC(=C1OC)OC (2,3,4-trimethoxybenzoic acid), CO (methanol). Run in S(O)(O)(=O)=O (sulfuric acid). Yields the product COC1=C(C(=O)OC)C=CC(=C1OC)OC (2,3,4-trimethoxybenzoic acid, methyl ester). RXN SMILES: [CH3:1][O:2][C:3]1[C:11]([O:12][CH3:13])=[C:10]([O:14][CH3:15])[CH:9]=[CH:8][C:4]=1[C:5]([OH:7])=[O:6].[CH3:16]O>S(=O)(=O)(O)O>[CH3:1][O:2][C:3]1[C:11]([O:12][CH3:13])=[C:10]([O:14][CH3:15])[CH:9]=[CH:8][C:4]=1[C:5]([O:7][CH3:16])=[O:6]. Procedure: To a solution of 2,3,4-trimethoxybenzoic acid (25 g) in dry methanol (250 ml), concentrated sulfuric acid (2.4 ml) was added. The reaction solution was refluxed for 20 hr, concentrated to half its volume by evaporation, and poured into a mixture of ice and water. The solution was extracted with methylene chloride and the organic extract was washed with cold aqueous sodium carbonate solution and water, dried over sodium sulfate and evaporated to give 25.4 g of 2,3,4-trimethoxybenzoic acid, methyl... Starting materials: C([O-])([O-])=O.[Cs+].[Cs+] (cesium carbonate), ClC1=CC=C(C=C1)O (4-chlorophenol), IC1=CC=C(COC2=C(C=CC=C2)C2=CC=CC(=N2)N2N=CC(=C2C(F)(F)F)C(=O)OCC)C=C1 (Ethyl 1-(6-{2-[(4-iodobenzyl)oxy]phenyl}pyridin-2-yl)-5-(trifluoromethyl)-1H-pyrazole-4-carboxylate), [OH-].[Li+] (lithium hydroxide), Cl (hydrochloric acid). The reagents and catalysts are [Cu]Cl (copper (I) chloride). Run in O1CCOCC1 (dioxane), O1CCOCC1 (1,4-dioxane). Reaction conditions: time 15 hour. Product: C(=O)(C(F)(F)F)O (TFA), ClC1=CC=C(OC2=CC=C(COC3=C(C=CC=C3)C3=CC=CC(=N3)N3N=CC(=C3C(F)(F)F)C(=O)O)C=C2)C=C1 (1-[6-(2-{[4-(4-Chlorophenoxy)benzyl]oxy}phenyl)pyridin-2-yl]-5-(trifluoromethyl)-1H-pyrazole-4-carboxylic acid). As a reaction SMILES: [C:1](=[O:4])([O-])[O-:2].[Cs+].[Cs+].[Cl:7][C:8]1[CH:13]=[CH:12][C:11]([OH:14])=[CH:10][CH:9]=1.I[C:16]1[CH:49]=[CH:48][C:19]([CH2:20][O:21][C:22]2[CH:27]=[CH:26][CH:25]=[CH:24][C:23]=2[C:28]2[N:33]=[C:32]([N:34]3[C:38]([C:39]([F:42])([F:41])[F:40])=[C:37]([C:43]([O:45]CC)=[O:44])[CH:36]=[N:35]3)[CH:31]=[CH:30][CH:29]=2)=[CH:18][CH:17]=1.[OH-].[Li+].Cl>O1CCOCC1.[Cu]Cl>[C:1]([OH:2])([C:39]([F:42])([F:41])[F:40])=[O:4].[Cl:7][C:8]1[CH:13]=[CH:12][C:11]([O:14][C:16]2[CH:49]=[CH:48][C:19]([CH2:20][O:21][C:22]3[CH:27]=[CH:26][CH:25]=[CH:24][C:23]=3[C:28]3[N:33]=[C:32]([N:34]4[C:38]([C:39]([F:42])([F:41])[F:40])=[C:37]([C:43]([OH:45])=[O:44])[CH:36]=[N:35]4)[CH:31]=[CH:30][CH:29]=3)=[CH:18][CH:17]=2)=[CH:10][CH:9]=1 |f:0.1.2,5.6|. Procedure details: A vial was charged with copper (I) chloride (1.7 mg, 0.017 mmol), cesium carbonate (55.0 mg, 0.169 mmol), 4-chlorophenol (21.7 mg, 0.169 mmol), and the title compound from Example 5 Step A (50.0 mg, 0.084 mmol). 2,2,6,6-Tetramethyl-3,5-dione (0.007 mL, 0.034 mmol) was added and the mixture was flushed with nitrogen. Degassed N-methylpyrrolidinone (0.170 mL) was added, and the vial was capped and placed in a pre-heated oil bath (120° C.). After 15 h, the mixture was allowed to cool to ambient tem... Starting materials: ClCCS(=O)(=O)Cl (2-chloroethanesulfonyl chloride), [H-].[Na+] (NaH), [Si](C)(C)(C(C)(C)C)OC1=CC=C(C=C1)C=1C(=NC=CC1)N (3-(4-((tert-butyl(dimethyl)silyl)oxy)phenyl)pyridin-2-amine). Solvent: C1CCOC1 (THF), C1CCOC1 (THF). Reaction conditions: time 10 minute. Yields the product [Si](C)(C)(C(C)(C)C)OC1=CC=C(C=C1)C1=CC=CN2C1=NS(CC2)(=O)=O (9-(4-((tert-butyl(dimethyl)silyl)oxy)phenyl)-3,4-dihydropyrido[2,1-c][1,2,4]thiadiazine 2,2-dioxide). Reaction SMILES: [H-].[Na+].Cl[CH2:4][CH2:5][S:6](Cl)(=[O:8])=[O:7].[Si:10]([O:17][C:18]1[CH:23]=[CH:22][C:21]([C:24]2[C:25]([NH2:30])=[N:26][CH:27]=[CH:28][CH:29]=2)=[CH:20][CH:19]=1)([C:13]([CH3:16])([CH3:15])[CH3:14])([CH3:12])[CH3:11]>C1COCC1>[Si:10]([O:17][C:18]1[CH:23]=[CH:22][C:21]([C:24]2[C:25]3=[N:30][S:6](=[O:8])(=[O:7])[CH2:5][CH2:4][N:26]3[CH:27]=[CH:28][CH:29]=2)=[CH:20][CH:19]=1)([C:13]([CH3:16])([CH3:15])[CH3:14])([CH3:12])[CH3:11] |f:0.1|. Reported procedure: To a suspension of NaH (60%, 42.0 g) in THF (dry) (350 mL) was added 2-chloroethanesulfonyl chloride (44.5 mL) at 0° C. and the mixture was stirred for 10 min at the same temperature. A solution of 3-(4-((tert-butyl(dimethyl)silyl)oxy)phenyl)pyridin-2-amine (78.8 g) in THF (dry) (350 mL) was added at 0° C. and the mixture was stirred at room temperature under N2 overnight. The mixture was quenched with water at 0° C. carefully. Additional water was added to form precipitates which were washed wi... The reactants are CC(C)(C)O, Cc1ccc(F)c(-c2cc(F)cc(F)c2F)n1, [K+], O=[Mn](=O)(=O)[O-], O. The product is O=C(O)c1ccc(F)c(-c2cc(F)cc(F)c2F)n1. Reaction SMILES: [C:25]([OH:26])([CH3:27])([CH3:28])[CH3:29].[F:1][c:2]1[c:3](-[c:9]2[c:10]([F:17])[c:11]([F:16])[cH:12][c:13]([F:15])[cH:14]2)[n:4][c:5]([CH3:8])[cH:6][cH:7]1.[K+:23].[Mn:18](=[O:19])([O-:20])(=[O:21])=[O:22].[OH2:24]>>[F:1][c:2]1[c:3](-[c:9]2[c:10]([F:17])[c:11]([F:16])[cH:12][c:13]([F:15])[cH:14]2)[n:4][c:5]([C:8]([OH:19])=[O:24])[cH:6][cH:7]1. The product is C(C)OC(=O)C1=CNC2=CC(=C(C=C2C1C1=C(C=CC=C1)Cl)C)C (4-(2-chlorophenyl)-1,4-dihydro-6,7-dimethyl-3-quinolinecarboxylic acid ethyl ester). The yield is 18.8%. Starting materials: C(C)OC(=O)C=1C=NC2=CC(=C(C=C2C1C1=C(C=CC=C1)Cl)C)C (4-(2-chlorophenyl)-6,7-dimethyl-3-quinolinecarboxylic acid ethyl ester), [BH4-].[Na+] (sodium borohydride). As a reaction SMILES: [CH2:1]([O:3][C:4]([C:6]1[CH:7]=[N:8][C:9]2[C:14]([C:15]=1[C:16]1[CH:21]=[CH:20][CH:19]=[CH:18][C:17]=1[Cl:22])=[CH:13][C:12]([CH3:23])=[C:11]([CH3:24])[CH:10]=2)=[O:5])[CH3:2].[BH4-].[Na+]>C(O)C>[CH2:1]([O:3][C:4]([C:6]1[CH:15]([C:16]2[CH:21]=[CH:20][CH:19]=[CH:18][C:17]=2[Cl:22])[C:14]2[C:9](=[CH:10][C:11]([CH3:24])=[C:12]([CH3:23])[CH:13]=2)[NH:8][CH:7]=1)=[O:5])[CH3:2] |f:1.2|. Solvent: C(C)O (ethanol). Reported procedure: To a mixture of 4-(2-chlorophenyl)-6,7-dimethyl-3-quinolinecarboxylic acid ethyl ester (26.5 g), sodium borohydride (6.0 g) and ethanol (150 ml) was heated under reflux for 2 hours. After the solvent was distilled off, water was added to the residue, followed by extraction with ethyl acetate. After the extract was washed with water and dried, the solvent was distilled off. The residue was subjected to silica gel column chromatography (ethyl acetate:hexane=3:1) to yield 4-(2-chlorophenyl)-1,4-dih... The reactants are NCCNC(=O)[C@]12[C@@H]([C@H]3CC[C@@H]4[C@]5(CC=C(C([C@@H]5CC[C@]4([C@@]3(CC1)C)C)(C)C)C1=CC=C(C(=O)OC)C=C1)C)[C@@H](CC2)C(=C)C (methyl 4-((1R,3aS,5aR,5bR,7aR,11aS,11bR,13aR,13bR)-3a-(2-aminoethylcarbamoyl)-5a,5b,8,8,11a-pentamethyl-1-(prop-1-en-2-yl)-2,3,3a,4,5,5a,5b,6,7,7a,8,11,11a,11b,12,13,13a,13b-octadecahydro-1H-cyclopenta[a]chrysen-9-yl)benzoate), C(C=C)(=O)OC (methyl acrylate), C(C=C)(=O)OC (Methyl acrylate). The solvent is CO (methanol). Reaction conditions: temperature 20 celsius, time 3 hour. Product: COC(=O)C1=CC=C(C=C1)C=1C([C@@H]2CC[C@]3([C@@]4(CC[C@@]5([C@@H]([C@H]4CC[C@@H]3[C@]2(CC1)C)[C@@H](CC5)C(=C)C)C(=O)NCCN(CCC(=O)OC)CCC(=O)OC)C)C)(C)C (dimethyl 3,3′-(2-((1R,3aS,5aR,5bR,7aR,11aS,11bR,13aR,13bR)-9-(4-(methoxycarbonyl)phenyl)-5a,5b,8,8,11a-pentamethyl-1-(prop-1-en-2-yl)-2,3,3a,4,5,5a,5b,6,7,7a,8,11,11a,11b,12,13,13a,13b-octadecahydro-1H-cyclopenta[a]chrysene-3a-carboxamido)ethylazanediyl)dipropanoate). The yield is 192.5%. RXN SMILES: [NH2:1][CH2:2][CH2:3][NH:4][C:5]([C@:7]12[CH2:42][CH2:41][C@@H:40]([C:43]([CH3:45])=[CH2:44])[C@@H:8]1[C@@H:9]1[C@@:22]([CH3:25])([CH2:23][CH2:24]2)[C@@:21]2([CH3:26])[C@@H:12]([C@:13]3([CH3:39])[C@@H:18]([CH2:19][CH2:20]2)[C:17]([CH3:28])([CH3:27])[C:16]([C:29]2[CH:38]=[CH:37][C:32]([C:33]([O:35][CH3:36])=[O:34])=[CH:31][CH:30]=2)=[CH:15][CH2:14]3)[CH2:11][CH2:10]1)=[O:6].[C:46]([O:50][CH3:51])(=[O:49])[CH:47]=[CH2:48]>CO>[CH3:36][O:35][C:33]([C:32]1[CH:31]=[CH:30][C:29]([C:16]2[C:17]([CH3:27])([CH3:28])[C@H:18]3[C@:13]([CH3:39])([CH2:14][CH:15]=2)[C@@H:12]2[C@:21]([CH3:26])([C@@:22]4([CH3:25])[C@H:9]([CH2:10][CH2:11]2)[C@H:8]2[C@H:40]([C:43]([CH3:45])=[CH2:44])[CH2:41][CH2:42][C@:7]2([C:5]([NH:4][CH2:3][CH2:2][N:1]([CH2:31][CH2:32][C:33]([O:35][CH3:36])=[O:34])[CH2:48][CH2:47][C:46]([O:50][CH3:51])=[O:49])=[O:6])[CH2:24][CH2:23]4)[CH2:20][CH2:19]3)=[CH:38][CH:37]=1)=[O:34]. Procedure: A mixture of methyl 4-((1R,3aS,5aR,5bR,7aR,11aS,11bR,13aR,13bR)-3a-(2-aminoethylcarbamoyl)-5a,5b,8,8,11a-pentamethyl-1-(prop-1-en-2-yl)-2,3,3a,4,5,5a,5b,6,7,7a,8,11,11a,11b,12,13,13a,13b-octadecahydro-1H-cyclopenta[a]chrysen-9-yl)benzoate (20 mg, 0.033 mmol) and methyl acrylate (8.40 mg, 0.098 mmol) in methanol (1 mL) was stirred at 20° C. for 3 hours. LCMS indicated the mono-substitution. Methyl acrylate (8.40 mg, 0.098 mmol) was added to the reaction mixture again. The reaction mixture was sti... The product is white oil, ClC=1C=C(C=CC1)[C@H](CN[C@@H](CC1=CC(=C(C=C1)OC)OC)C)O ((R,R)-1-(3-chlorophenyl)-2-[[2-(3,4-dimethoxyphenyl)-1-methylethyl]amino]ethanol). Reactants: C1=CC=CC=C1 (benzene), NC[C@H](O)C1=CC(=CC=C1)Cl ((R)-2-amino-1-(3-chlorophenyl)ethanol), COC=1C=C(C=CC1OC)CC(=O)C (methyl 3,4-dimethoxyphenylmethyl ketone). RXN SMILES: C1C=CC=CC=1.[NH2:7][CH2:8][C@@H:9]([C:11]1[CH:16]=[CH:15][CH:14]=[C:13]([Cl:17])[CH:12]=1)[OH:10].[CH3:18][O:19][C:20]1[CH:21]=[C:22]([CH2:28][C:29]([CH3:31])=O)[CH:23]=[CH:24][C:25]=1[O:26][CH3:27]>O>[Cl:17][C:13]1[CH:12]=[C:11]([C@@H:9]([OH:10])[CH2:8][NH:7][C@H:29]([CH3:31])[CH2:28][C:22]2[CH:23]=[CH:24][C:25]([O:26][CH3:27])=[C:20]([O:19][CH3:18])[CH:21]=2)[CH:16]=[CH:15][CH:14]=1. Solvent: O (water). Reported procedure: To 40 ml benzene solution of (R)-2-amino-1-(3-chlorophenyl)ethanol (0.304 g), was added 0.344 g of methyl 3,4-dimethoxyphenylmethyl ketone. The mixture was refluxed in an apparatus equipped with a water-trap for one hour and the water produced was removed from the reaction system. After cooling the reaction mixture, the solvent was distilled off under reduced pressure, and the residue was dissolved into 10 ml of methanol. To the mixture was added platinum oxide, and the reducing reaction was con... The yield is 81.0%. Run at time 24 hour.